From a dataset of the Open Reaction Database (ORD), a public repository of structured organic reaction records. describe an organic reaction: reactants, conditions, products, and yield Reactants: C1=CC=C(C=C1)COC(=O)Cl (Cbz-Cl), CNC1CCN(CC1)C(=O)OC(C)(C)C (tert-butyl 4-(methylamino)-piperidine-1-carboxylate), C(=O)([O-])[O-].[K+].[K+] (K2CO3). The solvent is C(Cl)Cl (DCM), C(Cl)Cl (DCM). Reaction conditions: time 14 hour. Yields the product C(C1=CC=CC=C1)OC(=O)N(C1CCN(CC1)C(=O)OC(C)(C)C)C (tert-Butyl 4-((benzyloxycarbonyl)(methyl)amino)piperidine-1-carboxylate). Isolated yield 49.0%. RXN SMILES: [CH:1]1[CH:6]=[CH:5][C:4]([CH2:7][O:8][C:9](Cl)=[O:10])=[CH:3][CH:2]=1.[CH3:12][NH:13][CH:14]1[CH2:19][CH2:18][N:17]([C:20]([O:22][C:23]([CH3:26])([CH3:25])[CH3:24])=[O:21])[CH2:16][CH2:15]1.C([O-])([O-])=O.[K+].[K+]>C(Cl)Cl>[CH2:7]([O:8][C:9]([N:13]([CH3:12])[CH:14]1[CH2:15][CH2:16][N:17]([C:20]([O:22][C:23]([CH3:25])([CH3:24])[CH3:26])=[O:21])[CH2:18][CH2:19]1)=[O:10])[C:4]1[CH:5]=[CH:6][CH:1]=[CH:2][CH:3]=1 |f:2.3.4|. Reported procedure: Cbz-Cl (0.393 ml, 2.8 mol, 1.2 eq.) was added to a mixture of tert-butyl 4-(methylamino)-piperidine-1-carboxylate (500 mg, 2.336 mmol, 1.0 eq.) and K2CO3 (616 mg, 4.67 mmol, 2.0 eq.) in DCM (6 ml), and the mixture was stirred for 14 hours at RT. The reaction mixture was diluted with DCM (100 ml), washed with water and sat. NaCl solution (in each case 40 ml), dried over sodium sulfate, concentrated under reduced pressure and purified by column chromatography (silica gel, 15% ethyl acetate in hexa... Reactants: Cl (hydrochloric acid), Cl.S1C2=C(C=C1)C(=CC=C2)N2CCN(CC2)CCCOC2=C(C=O)C=C(C=C2OC)N2C(OCC2)=O (2-[3-(4-benzo[b]thiophen-4-yl-piperazin-1-yl)propoxy]-3-methoxy-5-(2-oxo-oxazolidin-3-yl)benzaldehyde hydrochloride), Cl.[K] (potassium hydrochloride), [OH-].[Na+] (sodium hydroxide), [BH4-].[Na+] (sodium borohydride). Conditions: time 3 hour. Product: Cl.S1C2=C(C=C1)C(=CC=C2)N2CCN(CC2)CCCOC2=C(C=C(C=C2OC)N2C(OCC2)=O)CO (3-{4-[3-(4-benzo[b]thiophen-4-yl-piperazin-1-yl)-propoxy]-3-hydroxymethyl-5-methoxy-phenyl}oxazolidin-2-one hydrochloride). The yield is 40.6%. Reaction SMILES: [ClH:1].[S:2]1[CH:6]=[CH:5][C:4]2[C:7]([N:11]3[CH2:16][CH2:15][N:14]([CH2:17][CH2:18][CH2:19][O:20][C:21]4[C:28]([O:29][CH3:30])=[CH:27][C:26]([N:31]5[CH2:35][CH2:34][O:33][C:32]5=[O:36])=[CH:25][C:22]=4[CH:23]=[O:24])[CH2:13][CH2:12]3)=[CH:8][CH:9]=[CH:10][C:3]1=2.Cl.[K].[BH4-].[Na+].Cl.[OH-].[Na+]>>[ClH:1].[S:2]1[CH:6]=[CH:5][C:4]2[C:7]([N:11]3[CH2:16][CH2:15][N:14]([CH2:17][CH2:18][CH2:19][O:20][C:21]4[C:28]([O:29][CH3:30])=[CH:27][C:26]([N:31]5[CH2:35][CH2:34][O:33][C:32]5=[O:36])=[CH:25][C:22]=4[CH2:23][OH:24])[CH2:13][CH2:12]3)=[CH:8][CH:9]=[CH:10][C:3]1=2 |f:0.1,2.3,4.5,7.8,9.10,^1:37|. Reported procedure: First, 2-[3-(4-benzo[b]thiophen-4-yl-piperazin-1-yl)propoxy]-3-methoxy-5-(2-oxo-oxazolidin-3-yl)benzaldehyde hydrochloride (1.28 g. 2.4 mmol)) was added to an aqueous potassium hydrochloride solution. The mixture was extracted with dichloromethane. The extracted solution was concentrated under reduced pressure and the residue was dissolved in THF (15 ml). To the solution, sodium borohydride (0.05 g, 1.2 mmol) was added under ice cooling and the mixture was stirred at room temperature for 3 hours... The reactants are CCO, FC(F)(F)C(=Cc1nc(CC2(C(F)(F)F)CC2)c[nH]1)c1ccc(-n2cccn2)cc1, [H][H]. As a reaction SMILES: [CH3:33][CH2:34][OH:35].[F:1][C:2]([C:3](=[CH:4][c:5]1[nH:6][cH:7][c:8]([CH2:10][C:11]2([C:14]([F:15])([F:16])[F:17])[CH2:12][CH2:13]2)[n:9]1)[c:18]1[cH:19][cH:20][c:21](-[n:24]2[n:25][cH:26][cH:27][cH:28]2)[cH:22][cH:23]1)([F:29])[F:30].[H:31][H:32]>>[F:1][C:2]([CH:3]([CH2:4][c:5]1[nH:6][cH:7][c:8]([CH2:10][C:11]2([C:14]([F:15])([F:16])[F:17])[CH2:12][CH2:13]2)[n:9]1)[c:18]1[cH:19][cH:20][c:21](-[n:24]2[n:25][cH:26][cH:27][cH:28]2)[cH:22][cH:23]1)([F:29])[F:30]. The product is FC(F)(F)C(Cc1nc(CC2(C(F)(F)F)CC2)c[nH]1)c1ccc(-n2cccn2)cc1. The reactants are O=C([O-])[O-], CN(C)C=O, CC(C)S, O=[N+]([O-])c1ccc(Cl)cc1F, [K+], [K+], O. The product is CC(C)Sc1cc(Cl)ccc1[N+](=O)[O-]. Reaction SMILES: [C:5](=[O:6])([O-:7])[O-:8].[CH3:11][N:12]([CH3:13])[CH:14]=[O:15].[CH3:1][CH:2]([CH3:3])[SH:4].[Cl:16][c:17]1[cH:18][c:19]([F:26])[c:20]([N+:23](=[O:24])[O-:25])[cH:21][cH:22]1.[K+:10].[K+:9].[OH2:27]>>[CH3:1][CH:2]([CH3:3])[S:4][c:19]1[cH:18][c:17]([Cl:16])[cH:22][cH:21][c:20]1[N+:23](=[O:24])[O-:25]. As a reaction SMILES: [CH2:17]([Li:18])[CH2:19][CH2:20][CH3:21].[CH3:11][CH2:12][CH2:13][CH2:14][CH2:15][CH3:16].[N:1]12[CH2:2][CH2:3][CH2:4][C:5]([CH2:9][OH:10])([CH2:6][CH2:7]1)[CH2:8]2.[N:22]1([C:27](=[O:28])[c:29]2[n:30][n:31]([CH3:38])[c:32]3[cH:33][cH:34][cH:35][cH:36][c:37]23)[CH:23]=[CH:24][NH:25][CH2:26]1.[O:39]1[CH2:40][CH2:41][CH2:42][CH2:43]1>>[N:1]12[CH2:2][CH2:3][CH2:4][C:5]([CH2:9][O:10][C:27](=[O:28])[c:29]3[n:30][n:31]([CH3:38])[c:32]4[cH:33][cH:34][cH:35][cH:36][c:37]34)([CH2:6][CH2:7]1)[CH2:8]2. Yields the product Cn1nc(C(=O)OCC23CCCN(CC2)C3)c2ccccc21. The reactants are [Li]CCCC, CCCCCC, OCC12CCCN(CC1)C2, Cn1nc(C(=O)N2C=CNC2)c2ccccc21, C1CCOC1.